Dataset: the Open Reaction Database (ORD), a public repository of structured organic reaction records. Task: describe an organic reaction: reactants, conditions, products, and yield Reactants: C(C)(C)N1CCN(CC1)C1=CC2=C(NC(=N2)C2=CC(=C(C=C2)N)[N+](=O)[O-])C=C1 (4-[5-(4-isopropyl-piperazin-1-yl)-1H-benzoimidazol-2-yl]-2-nitro-phenylamine). The reagents and catalysts are [Pd] (palladium on carbon). Run in C(C)(=O)OCC.CO (ethyl acetate methanol). Conditions: time 1 day. Product: C(C)(C)N1CCN(CC1)C1=CC2=C(NC(=N2)C=2C=C(C(=CC2)N)N)C=C1 (4-[5-(4-isopropyl-piperazin-1-yl)-1H-benzoimidazol-2-yl]-benzene-1,2-diamine). RXN SMILES: [CH:1]([N:4]1[CH2:9][CH2:8][N:7]([C:10]2[CH:28]=[CH:27][C:13]3[NH:14][C:15]([C:17]4[CH:22]=[CH:21][C:20]([NH2:23])=[C:19]([N+:24]([O-])=O)[CH:18]=4)=[N:16][C:12]=3[CH:11]=2)[CH2:6][CH2:5]1)([CH3:3])[CH3:2]>[Pd].C(OCC)(=O)C.CO>[CH:1]([N:4]1[CH2:9][CH2:8][N:7]([C:10]2[CH:28]=[CH:27][C:13]3[NH:14][C:15]([C:17]4[CH:18]=[C:19]([NH2:24])[C:20]([NH2:23])=[CH:21][CH:22]=4)=[N:16][C:12]=3[CH:11]=2)[CH2:6][CH2:5]1)([CH3:3])[CH3:2] |f:2.3|. Procedure details: To a solution of 4-[5-(4-isopropyl-piperazin-1-yl)-1H-benzoimidazol-2-yl]-2-nitro-phenylamine (500 mg, 1.3 mmol) in 4:1 ethyl acetate/methanol (50 ml) was added 5% palladium on carbon (120 mg) and the mixture was first evacuated and then stirred at room temperature under an atmosphere of hydrogen for 1 day. The reaction mixture was filtered through Celite, washed with methanol, and the combined filtrate and washings were concentrated to give the crude 4-[5-(4-isopropyl-piperazin-1-yl)-1H-benzoim... Starting materials: C1CCOC1, CCCCc1noc(C)c1CO, Clc1ccc(Cl)nn1, [H-], [Na+]. Yields the product CCCCc1noc(C)c1COc1ccc(Cl)nn1. RXN SMILES: [CH2:23]1[O:24][CH2:25][CH2:26][CH2:27]1.[CH2:3]([CH2:4][CH2:5][CH3:6])[c:7]1[n:8][o:9][c:10]([CH3:14])[c:11]1[CH2:12][OH:13].[Cl:15][c:16]1[n:17][n:18][c:19]([Cl:22])[cH:20][cH:21]1.[H-:2].[Na+:1]>>[CH2:3]([CH2:4][CH2:5][CH3:6])[c:7]1[n:8][o:9][c:10]([CH3:14])[c:11]1[CH2:12][O:13][c:19]1[n:18][n:17][c:16]([Cl:15])[cH:21][cH:20]1. Reaction SMILES: [CH3:28][OH:29].[CH3:2][O:3][C:4](=[O:5])[c:6]1[n:7][n:8](-[c:13]2[c:14]([C:20]([c:21]3[cH:22][cH:23][cH:24][cH:25][cH:26]3)=[O:27])[cH:15][c:16]([Cl:19])[cH:17][cH:18]2)[c:9]([CH2:11][Cl:12])[n:10]1.[NH3:1]>>[NH2:1][C:4](=[O:3])[c:6]1[n:7][n:8](-[c:13]2[c:14]([C:20]([c:21]3[cH:22][cH:23][cH:24][cH:25][cH:26]3)=[O:27])[cH:15][c:16]([Cl:19])[cH:17][cH:18]2)[c:9]([CH2:11][Cl:12])[n:10]1. Yields the product NC(=O)c1nc(CCl)n(-c2ccc(Cl)cc2C(=O)c2ccccc2)n1. The reactants are CO, COC(=O)c1nc(CCl)n(-c2ccc(Cl)cc2C(=O)c2ccccc2)n1, N. The reactants are O=C([O-])[O-], CS(C)=O, CN1CCN(c2ccc(Nc3nccc(-c4cccnc4Cl)n3)cc2)CC1, [Cs+], [Cs+], Cc1cc(NC(=O)c2cccc(C(F)(F)F)c2)ccc1O. The product is Cc1cc(NC(=O)c2cccc(C(F)(F)F)c2)ccc1Oc1ncccc1-c1ccnc(Nc2ccc(N3CCN(C)CC3)cc2)n1. As a reaction SMILES: [C:49](=[O:50])([O-:51])[O-:52].[CH3:55][S:56]([CH3:57])=[O:58].[Cl:1][c:2]1[n:3][cH:4][cH:5][cH:6][c:7]1-[c:8]1[n:9][c:10]([NH:14][c:15]2[cH:16][cH:17][c:18]([N:21]3[CH2:22][CH2:23][N:24]([CH3:27])[CH2:25][CH2:26]3)[cH:19][cH:20]2)[n:11][cH:12][cH:13]1.[Cs+:53].[Cs+:54].[OH:28][c:29]1[c:30]([CH3:48])[cH:31][c:32]([NH:35][C:36]([c:37]2[cH:38][c:39]([C:43]([F:44])([F:45])[F:46])[cH:40][cH:41][cH:42]2)=[O:47])[cH:33][cH:34]1>>[c:2]1([O:28][c:29]2[c:30]([CH3:48])[cH:31][c:32]([NH:35][C:36]([c:37]3[cH:38][c:39]([C:43]([F:44])([F:45])[F:46])[cH:40][cH:41][cH:42]3)=[O:47])[cH:33][cH:34]2)[n:3][cH:4][cH:5][cH:6][c:7]1-[c:8]1[n:9][c:10]([NH:14][c:15]2[cH:16][cH:17][c:18]([N:21]3[CH2:22][CH2:23][N:24]([CH3:27])[CH2:25][CH2:26]3)[cH:19][cH:20]2)[n:11][cH:12][cH:13]1. The reactants are CC(C)N=C=O, ClCCl, OCCc1nccn1CCCCc1ccc(OCc2coc(C=Cc3ccc(C(F)(F)F)cc3)n2)cc1, [H-], [Na+], O. The product is CC(C)NC(=O)OCCc1nccn1CCCCc1ccc(OCc2coc(C=Cc3ccc(C(F)(F)F)cc3)n2)cc1. As a reaction SMILES: [CH:40]([CH3:41])([CH3:42])[N:43]=[C:44]=[O:45].[Cl:47][CH2:48][Cl:49].[F:3][C:4]([c:5]1[cH:6][cH:7][c:8]([CH:11]=[CH:12][c:13]2[o:14][cH:15][c:16]([CH2:18][O:19][c:20]3[cH:21][cH:22][c:23]([CH2:26][CH2:27][CH2:28][CH2:29][n:30]4[c:31]([CH2:35][CH2:36][OH:37])[n:32][cH:33][cH:34]4)[cH:24][cH:25]3)[n:17]2)[cH:9][cH:10]1)([F:38])[F:39].[H-:1].[Na+:2].[OH2:46]>>[F:3][C:4]([c:5]1[cH:6][cH:7][c:8]([CH:11]=[CH:12][c:13]2[o:14][cH:15][c:16]([CH2:18][O:19][c:20]3[cH:21][cH:22][c:23]([CH2:26][CH2:27][CH2:28][CH2:29][n:30]4[c:31]([CH2:35][CH2:36][O:37][C:44]([NH:43][CH:40]([CH3:41])[CH3:42])=[O:45])[n:32][cH:33][cH:34]4)[cH:24][cH:25]3)[n:17]2)[cH:9][cH:10]1)([F:38])[F:39]. The reactants are CC(C)(C)OC(=O)N1CCC(CC=O)CC1, C1CCOC1, c1cc2ocnc2cn1. As a reaction SMILES: [C:10]([CH3:11])([CH3:12])([CH3:13])[O:14][C:15](=[O:16])[N:17]1[CH2:18][CH2:19][CH:20]([CH2:23][CH:24]=[O:25])[CH2:21][CH2:22]1.[CH2:26]1[O:27][CH2:28][CH2:29][CH2:30]1.[o:1]1[cH:2][n:3][c:4]2[cH:5][n:6][cH:7][cH:8][c:9]12>>[o:1]1[c:2]([CH:24]([CH2:23][CH:20]2[CH2:19][CH2:18][N:17]([C:15]([O:14][C:10]([CH3:11])([CH3:12])[CH3:13])=[O:16])[CH2:22][CH2:21]2)[OH:25])[n:3][c:4]2[cH:5][n:6][cH:7][cH:8][c:9]12. The product is CC(C)(C)OC(=O)N1CCC(CC(O)c2nc3cnccc3o2)CC1.